From a dataset of the Open Reaction Database (ORD), a public repository of structured organic reaction records. describe an organic reaction: reactants, conditions, products, and yield The reactants are Cl.COC([C@@H](N)CO)=O (L-serine-methylester hydrochloride), aqueous solution, [OH-].[Na+] (sodium hydroxide), ClC(=O)OC (methyl chloroformate). Solvent: O (water). Yields the product OC[C@@H](C(=O)OC)NC(=O)OC (methyl 3-hydroxy-(S)-2-methoxycarbonylamino-propionate). Yield: 91.9%. Reaction SMILES: Cl.[CH3:2][O:3][C:4](=[O:9])[C@H:5]([CH2:7][OH:8])[NH2:6].Cl[C:11]([O:13][CH3:14])=[O:12].[OH-].[Na+]>O>[OH:8][CH2:7][C@H:5]([NH:6][C:11]([O:13][CH3:14])=[O:12])[C:4]([O:3][CH3:2])=[O:9] |f:0.1,3.4|. Reported procedure: To a solution of 72.03 g L-serine-methylester hydrochloride in 400 ml of water were added at 0° C. 49.5 g of methyl chloroformate. The pH was kept at 6-7 by adding a 40% aqueous solution of sodium hydroxide. After 2 1/2 h at 0° C. the mixture was extracted with 6 portions of ethyl acetate, the combined extracts were dried and evaporated to give 75.39 g (92%) of pure methyl 3-hydroxy-(S)-2-methoxycarbonylamino-propionate. IR (neat): 3380 m (NH, OH), 1720s, br. (C=O), 1535 s (amnide II). MS (El): ... The reactants are FC(C(=O)O)(F)F.ClC1=CC=C(C=C1)N1CCN(CC1)C=1N=C(C2=C(N1)CCS2=O)N[C@@H](CN)C(C)C ((R)—N2-{2-[4-(4-chloro-phenyl)-piperazin-1-yl]-5-oxo-6,7-dihydro-5H-5λ4-thieno[3,2-d]pyrimidin-4-yl}-3-methyl-butan-1,2-diamine trifluoroacetate), CS(=O)(=O)C1=CC=C(C=C1)N1CCNCC1 (1-(4-(methyl-sulphonyl)phenyl)piperazine). Yields the product FC=1C=C(C=CC1)NC=1C2=C(N=C(N1)N1CCN(CC1)C1=CC=C(C=C1)S(=O)(=O)C)CCS2=O ((3-fluoro-phenyl)-{2-[4-(4-methanesulphonyl-phenyl)-piperazin-1-yl]-5-oxo-6,7-dihydro-5H-5λ4-thieno[3,2-d]pyrimidin-4-yl}-amine). RXN SMILES: F[C:2]([F:7])(F)[C:3](O)=O.Cl[C:9]1[CH:14]=[CH:13][C:12]([N:15]2[CH2:20][CH2:19][N:18]([C:21]3[N:22]=[C:23]([NH:31][C@H:32]([CH:35](C)[CH3:36])[CH2:33]N)[C:24]4[S:29](=[O:30])[CH2:28][CH2:27][C:25]=4[N:26]=3)[CH2:17][CH2:16]2)=[CH:11][CH:10]=1.[CH3:38][S:39](C1C=CC(N2CCNCC2)=CC=1)(=[O:41])=[O:40]>>[F:7][C:2]1[CH:33]=[C:32]([NH:31][C:23]2[C:24]3[S:29](=[O:30])[CH2:28][CH2:27][C:25]=3[N:26]=[C:21]([N:18]3[CH2:19][CH2:20][N:15]([C:12]4[CH:13]=[CH:14][C:9]([S:39]([CH3:38])(=[O:41])=[O:40])=[CH:10][CH:11]=4)[CH2:16][CH2:17]3)[N:22]=2)[CH:35]=[CH:36][CH:3]=1 |f:0.1|. Procedure: Starting from 2-chloro-5-oxo-6,7-dihydro-5H-5λ4-thieno[3,2-d]pyrimidin-4-yl)-(3-fluoro-phenyl)-amine enantiomer 1 and 1-(4-(methyl-sulphonyl)phenyl)piperazine, Example 202 may be prepared as described in Example 28 (see scheme 2, step C, 2.1.3). Analytical HPLC-MS (method D): RT=1.24 min. The reactants are alcohol, C(#N)C(C1=C(C=CC(=C1)OC1=CC=CC=C1)F)O (α-cyano-2-fluoro-5-phenoxybenzyl alcohol), FC=1C=C(CO)C=C(C1)OC1=CC=CC=C1 (3-fluoro-5-phenoxybenzyl alcohol), FC1=C(C=CC(=C1)C(F)(F)F)NC(C(=O)O)C(C)C (2-(2-fluoro-4-trifluoromethylphenylamino)-3-methylbutanoic acid). Yields the product FC1=C(C=CC(=C1)C(F)(F)F)NC(C(=O)OC(C1=C(C=CC(=C1)OC1=CC=CC=C1)F)C#N)C(C)C (α-cyano-2-fluoro-5-phenoxybenzyl 2-(2-fluoro-4-trifluoromethylphenylamino)3-methylbutanoate), FC1=C(C=CC(=C1)C(F)(F)F)NC(C(=O)OCC1=CC(=CC(=C1)OC1=CC=CC=C1)F)C(C)C (3-fluoro-5-phenoxybenzyl 2-(2-fluoro-4-trifluoromethylphenylamino)-3-methylbutanoate). Reaction SMILES: [C:1]([CH:3]([OH:18])[C:4]1[CH:9]=[C:8]([O:10][C:11]2[CH:16]=[CH:15][CH:14]=[CH:13][CH:12]=2)[CH:7]=[CH:6][C:5]=1[F:17])#[N:2].[F:19][C:20]1[CH:21]=[C:22]([CH:25]=[C:26]([O:28][C:29]2[CH:34]=[CH:33][CH:32]=[CH:31][CH:30]=2)[CH:27]=1)[CH2:23][OH:24].[F:35][C:36]1[CH:41]=[C:40]([C:42]([F:45])([F:44])[F:43])[CH:39]=[CH:38][C:37]=1[NH:46][CH:47]([CH:51]([CH3:53])[CH3:52])[C:48](O)=[O:49]>>[F:35][C:36]1[CH:41]=[C:40]([C:42]([F:45])([F:44])[F:43])[CH:39]=[CH:38][C:37]=1[NH:46][CH:47]([CH:51]([CH3:53])[CH3:52])[C:48]([O:18][CH:3]([C:1]#[N:2])[C:4]1[CH:9]=[C:8]([O:10][C:11]2[CH:16]=[CH:15][CH:14]=[CH:13][CH:12]=2)[CH:7]=[CH:6][C:5]=1[F:17])=[O:49].[F:35][C:36]1[CH:41]=[C:40]([C:42]([F:45])([F:44])[F:43])[CH:39]=[CH:38][C:37]=1[NH:46][CH:47]([CH:51]([CH3:53])[CH3:52])[C:48]([O:24][CH2:23][C:22]1[CH:25]=[C:26]([O:28][C:29]2[CH:30]=[CH:31][CH:32]=[CH:33][CH:34]=2)[CH:27]=[C:20]([F:19])[CH:21]=1)=[O:49]. Procedure details: The alcohol, α-cyano-2-fluoro-5-phenoxybenzyl alcohol and 3-fluoro-5-phenoxybenzyl alcohol, is reacted with 2-(2-fluoro-4-trifluoromethylphenylamino)-3-methylbutanoic acid to yield α-cyano-2-fluoro-5-phenoxybenzyl 2-(2-fluoro-4-trifluoromethylphenylamino)3-methylbutanoate and 3-fluoro-5-phenoxybenzyl 2-(2-fluoro-4-trifluoromethylphenylamino)-3-methylbutanoate, respectively. Starting materials: C(C)(=O)O (Acetic acid), C(C1=CC=CC=C1)SC=1C=CC(=C(C1)/C=C/C(=O)OCC)NC1=C(C=C(C=C1)Cl)Br ((E)-ethyl 3-(5-(benzylthio)-2-((2-bromo-4-chlorophenyl)amino)phenyl)acrylate), CO (MeOH), C[O-].[Na+] (Sodium methoxide). The solvent is CCCCCCC (heptane). Conditions: temperature 80 celsius. Yields the product C(C1=CC=CC=C1)SC=1C=C2C=CC(N(C2=CC1)C1=C(C=C(C=C1)Cl)Br)=O (6-(benzylthio)-1-(2-bromo-4-chlorophenyl)quinolin-2(1 H)-one). Yield: 61.6%. Reaction SMILES: [CH2:1]([S:8][C:9]1[CH:10]=[CH:11][C:12]([NH:22][C:23]2[CH:28]=[CH:27][C:26]([Cl:29])=[CH:25][C:24]=2[Br:30])=[C:13](/[CH:15]=[CH:16]/[C:17](OCC)=[O:18])[CH:14]=1)[C:2]1[CH:7]=[CH:6][CH:5]=[CH:4][CH:3]=1.CO.C[O-].[Na+].C(O)(=O)C>CCCCCCC>[CH2:1]([S:8][C:9]1[CH:14]=[C:13]2[C:12](=[CH:11][CH:10]=1)[N:22]([C:23]1[CH:28]=[CH:27][C:26]([Cl:29])=[CH:25][C:24]=1[Br:30])[C:17](=[O:18])[CH:16]=[CH:15]2)[C:2]1[CH:3]=[CH:4][CH:5]=[CH:6][CH:7]=1 |f:2.3|. Procedure: A 250-mL RBF was charged with (E)-ethyl 3-(5-(benzylthio)-2-((2-bromo-4-chlorophenyl)amino)phenyl)acrylate (10.4 g, 20.68 mmol) and MeOH (103 ml) to give a thick, yellow suspension. Sodium methoxide (25 wt % in MeOH) (0.894 ml, 4.14 mmol) was added. A reflux condenser was attached, and the flask was heated to 80° C. overnight. The mixture was cooled to room temperature. Acetic acid (1.776 ml, 31.0 mmol) was added, and the mixture was concentrated. The residue was taken up in 2-PrOH and heated to... Run at time 40 hour. The yield is 111.3%. Product: ClC1=CC=C2C(=NNC2=C1)N1CCN(CC1)CCCOC1=C(C=C(C=C1)C(C)=O)OC (1-[4-[3-[4-(6-Chloro-1H-indazol-3-yl)-1-piperazinyl]propoxy]-3-methoxyphenyl]-ethanone). Reactants: ClC1=CC=C2C(=NNC2=C1)N1CCNCC1 (6-chloro-3-(1-piperazinyl)-1H-indazole), C(=O)([O-])[O-].[K+].[K+] (K2CO3), ClCCCOC1=C(C=C(C=C1)C(C)=O)OC (1-[4-(3-chloropropoxy)-3-methoxyphenyl]ethanone). The solvent is C(C)#N (acetonitrile). Reported procedure: A mixture of 6-chloro-3-(1-piperazinyl)-1H-indazole (3.4 g, 14 mmol), K2CO3 (2.5 g, 18 mmol), 1-[4-(3-chloropropoxy)-3-methoxyphenyl]ethanone (3.8 g, 16 mmol), KI (200 mg), and acetonitrile (125 ml) was stirred at reflux under N2 for 30 hours. After standing at room temperature for 40 hours, the reaction was filtered and the filter cake was washed well with acetonitrile. The filtrate was concentrated to an oily solid, which was partitioned between water and ethyl acetate. The ethyl acetate extra... As a reaction SMILES: [Cl:1][C:2]1[CH:10]=[C:9]2[C:5]([C:6]([N:11]3[CH2:16][CH2:15][NH:14][CH2:13][CH2:12]3)=[N:7][NH:8]2)=[CH:4][CH:3]=1.C([O-])([O-])=O.[K+].[K+].Cl[CH2:24][CH2:25][CH2:26][O:27][C:28]1[CH:33]=[CH:32][C:31]([C:34](=[O:36])[CH3:35])=[CH:30][C:29]=1[O:37][CH3:38]>C(#N)C>[Cl:1][C:2]1[CH:10]=[C:9]2[C:5]([C:6]([N:11]3[CH2:12][CH2:13][N:14]([CH2:24][CH2:25][CH2:26][O:27][C:28]4[CH:33]=[CH:32][C:31]([C:34](=[O:36])[CH3:35])=[CH:30][C:29]=4[O:37][CH3:38])[CH2:15][CH2:16]3)=[N:7][NH:8]2)=[CH:4][CH:3]=1 |f:1.2.3|. Reactants: S(=O)([O-])[O-].[Na+].[Na+] (sodium sulphite), S(=O)(=O)(O)O.S(=O)(=O)(C)NCCNC1=CC=C(C=C1)N (N-(β-mesylaminoethyl)-para-phenylenediamine sulphate), C(C)(=O)OC(C)=O (acetic anhydride). Solvent: O (water). Conditions: time 1 hour. Yields the product C(C)(=O)NC1=CC=C(NCCNS(=O)(=O)C)C=C1 (4-acetylamino-N-(β-mesylaminoethyl)-aniline). RXN SMILES: S([O-])([O-])=O.[Na+].[Na+].S(O)(O)(=O)=O.[S:12]([NH:16][CH2:17][CH2:18][NH:19][C:20]1[CH:25]=[CH:24][C:23]([NH2:26])=[CH:22][CH:21]=1)([CH3:15])(=[O:14])=[O:13].[C:27](OC(=O)C)(=[O:29])[CH3:28]>O>[C:27]([NH:26][C:23]1[CH:24]=[CH:25][C:20]([NH:19][CH2:18][CH2:17][NH:16][S:12]([CH3:15])(=[O:13])=[O:14])=[CH:21][CH:22]=1)(=[O:29])[CH3:28] |f:0.1.2,3.4|. Procedure details: 0.2 mol (25.2 g) of sodium sulphite is added, at ambient temperature, to a solution of 0.1 mol (32.7 g) of N-(β-mesylaminoethyl)-para-phenylenediamine sulphate in 150 ml of water, and 0.13 mol (13.17 g) of acetic anhydride is added gradually, whilst stirring. When the addition is complete, stirring is continued for one hour and the expected acetylated derivative which has precipitated in crystalline form is then filtered off. The product is drained, washed with water and dried in vacuo. After re... Starting materials: BrC=1C=2N(N=C(C1)C=1C=C(C(=O)OC)C=CC1)C=CN2 (methyl 3-(8-bromoimidazo[1,2-b]pyridazin-6-yl)benzoate), CC1(CCN(CC1)C1=CC=CC(=N1)N)C (6-(4,4-dimethylpiperidin-1-yl)pyridin-2-amine), C=1C=CC(=CC1)P(C=2C=CC=CC2)C3=CC=C4C=CC=CC4=C3C5=C6C=CC=CC6=CC=C5P(C=7C=CC=CC7)C=8C=CC=CC8 (BINAP), C(=O)([O-])[O-].[Cs+].[Cs+] (Cs2CO3). Reagents/catalysts: C=1C=CC(=CC1)/C=C/C(=O)/C=C/C2=CC=CC=C2.C=1C=CC(=CC1)/C=C/C(=O)/C=C/C2=CC=CC=C2.C=1C=CC(=CC1)/C=C/C(=O)/C=C/C2=CC=CC=C2.[Pd].[Pd] (Pd2(dba)3). The solvent is O1CCOCC1 (dioxane). Conditions: temperature 100 celsius. The product is CC1(CCN(CC1)C1=CC=CC(=N1)NC=1C=2N(N=C(C1)C=1C=C(C(=O)OC)C=CC1)C=CN2)C (methyl 3-(8-(6-(4,4-dimethylpiperidin-1-yl)pyridin-2-ylamino)imidazo[1,2-b]pyridazin-6-yl)benzoate). Yield: 97.4%. RXN SMILES: Br[C:2]1[C:3]2[N:4]([CH:18]=[CH:19][N:20]=2)[N:5]=[C:6]([C:8]2[CH:9]=[C:10]([CH:15]=[CH:16][CH:17]=2)[C:11]([O:13][CH3:14])=[O:12])[CH:7]=1.[CH3:21][C:22]1([CH3:35])[CH2:27][CH2:26][N:25]([C:28]2[N:33]=[C:32]([NH2:34])[CH:31]=[CH:30][CH:29]=2)[CH2:24][CH2:23]1.C1C=CC(P(C2C(C3C(P(C4C=CC=CC=4)C4C=CC=CC=4)=CC=C4C=3C=CC=C4)=C3C(C=CC=C3)=CC=2)C2C=CC=CC=2)=CC=1.C([O-])([O-])=O.[Cs+].[Cs+]>O1CCOCC1.C1C=CC(/C=C/C(/C=C/C2C=CC=CC=2)=O)=CC=1.C1C=CC(/C=C/C(/C=C/C2C=CC=CC=2)=O)=CC=1.C1C=CC(/C=C/C(/C=C/C2C=CC=CC=2)=O)=CC=1.[Pd].[Pd]>[CH3:21][C:22]1([CH3:35])[CH2:23][CH2:24][N:25]([C:28]2[N:33]=[C:32]([NH:34][C:2]3[C:3]4[N:4]([CH:18]=[CH:19][N:20]=4)[N:5]=[C:6]([C:8]4[CH:9]=[C:10]([CH:15]=[CH:16][CH:17]=4)[C:11]([O:13][CH3:14])=[O:12])[CH:7]=3)[CH:31]=[CH:30][CH:29]=2)[CH2:26][CH2:27]1 |f:3.4.5,7.8.9.10.11|. Procedure details: A mixture of methyl 3-(8-bromoimidazo[1,2-b]pyridazin-6-yl)benzoate (0.15 g, 0.45 mmol), 6-(4,4-dimethylpiperidin-1-yl)pyridin-2-amine (93 mg, 0.46 mmol), Pd2(dba)3 (0.026 g, 0.046 mmol), BINAP (0.057 g, 0.09 mmol) and Cs2CO3 (0.442 g, 1.36 mmol) in dioxane (5 mL) was heated to 100° C. for 15 h in a sealed tube under N2 atmosphere then concentrated in vacuo. The residue was purified by chromatography (silica gel, 10 g, 200˜300 mesh, dichloromethane:MeOH=100:1) to afford methyl 3-(8-(6-(4,4-dimet...